From a dataset of the Open Reaction Database (ORD), a public repository of structured organic reaction records. describe an organic reaction: reactants, conditions, products, and yield Reactants: CC(=O)O (AcOH), C(CCCCCCCCCC)(=O)O (undecanoic acid), C(CCl)Cl (EDC), CI (MeI). The reagents and catalysts are [Zn] (zinc). Run in C(Cl)Cl (CH2Cl2). The product is C(CCCCCCCCCC)(=O)O[C@@H](CC(=O)O)CCCCCCCCCCC ((R)-3-undecanoyloxytetradecanoic acid). As a reaction SMILES: [C:1]([OH:13])(=[O:12])[CH2:2][CH2:3][CH2:4][CH2:5][CH2:6][CH2:7][CH2:8][CH2:9][CH2:10][CH3:11].[CH2:14](Cl)[CH2:15]Cl.CI.[CH3:20][C:21]([OH:23])=[O:22]>C(Cl)Cl.[Zn]>[C:1]([O:13][C@H:1]([CH2:2][CH2:3][CH2:4][CH2:5][CH2:6][CH2:7][CH2:8][CH2:9][CH2:10][CH2:14][CH3:15])[CH2:20][C:21]([OH:23])=[O:22])(=[O:12])[CH2:2][CH2:3][CH2:4][CH2:5][CH2:6][CH2:7][CH2:8][CH2:9][CH2:10][CH3:11]. Procedure details: A solution of the compound prepared in Example 1-(2) (2.5 g, 5.68 mmol) was treated with undecanoic acid (1.16 g, 6.25 mmol) and EDC.MeI (2.08 g, 7.0 mmol) in CH2Cl2 (60 mL) and then deprotected as described in Example 1-(3) with zinc (9.3 g, 142 mmol) in AcOH (40 mL) to afford (R)-3-undecanoyloxytetradecanoic acid as a colorless oil: 1H NMR (CDCl3) δ 0.89 (t, 6 H, J=6.7 Hz), 1.0-1.75 (m, 44 H), 2.29 (m, 2 H), 2.61 (m, 2 H), 5.22 (m, 1 H). As a reaction SMILES: [CH2:1]([CH2:2][CH2:3][CH3:4])[Li:5].[CH3:25][CH2:26][CH2:27][CH2:28][CH2:29][CH3:30].[CH3:6][C:7]1([CH3:23])[N:8]=[C:9]([CH2:12][CH2:13][CH2:14][CH2:15][CH2:16][CH2:17][CH2:18][CH2:19][CH2:20][CH2:21][CH3:22])[NH:10][CH2:11]1.[OH2:24].[cH:31]1[cH:32][cH:33][cH:34][cH:35][cH:36]1>>[CH2:1]([CH2:2][CH2:3][CH3:4])[N:10]1[C:9]([CH2:12][CH2:13][CH2:14][CH2:15][CH2:16][CH2:17][CH2:18][CH2:19][CH2:20][CH2:21][CH3:22])=[N:8][C:7]([CH3:6])([CH3:23])[CH2:11]1. Reactants: [Li]CCCC, CCCCCC, CCCCCCCCCCCC1=NC(C)(C)CN1, O, c1ccccc1. Yields the product CCCCCCCCCCCC1=NC(C)(C)CN1CCCC.